From a dataset of the Open Reaction Database (ORD), a public repository of structured organic reaction records. describe an organic reaction: reactants, conditions, products, and yield Starting materials: C(C1=CC=CC=C1)OC(=O)N(CCC1=C(NC2=CC=C(C=C12)OC(NCC)=O)C1=CC(=CC(=C1)C)C)CCCCC1=CC=C(C=C1)OCC1=CC=CC=C1 (ethylcarbamic acid 3-(2-[benzyloxycarbonyl-[4-(4-benzyloxyphenyl)butyl]amino]-ethyl)-2-(3,5-dimethylphenyl)-1H-indol-5-yl ester), [H][H] (hydrogen), C(C)(=O)O (acetic acid), solution. Reagents/catalysts: [OH-].[OH-].[Pd+2] (palladium hydroxide on carbon). The solvent is O1CCCC1 (tetrahydrofuran), CO (methanol), O (water). The product is CC=1C=C(C=C(C1)C)C=1NC2=CC=C(C=C2C1CCNCCCCC1=CC=C(C=C1)O)OC(NCC)=O (Ethylcarbamic acid 2-(3,5-dimethylphenyl)-3-[2-[4-(4-hydroxyphenyl)butylamino]ethyl]-1H-indol-5-yl ester). Reaction SMILES: C(OC([N:11]([CH2:37][CH2:38][CH2:39][CH2:40][C:41]1[CH:46]=[CH:45][C:44]([O:47]CC2C=CC=CC=2)=[CH:43][CH:42]=1)[CH2:12][CH2:13][C:14]1[C:22]2[C:17](=[CH:18][CH:19]=[C:20]([O:23][C:24](=[O:28])[NH:25][CH2:26][CH3:27])[CH:21]=2)[NH:16][C:15]=1[C:29]1[CH:34]=[C:33]([CH3:35])[CH:32]=[C:31]([CH3:36])[CH:30]=1)=O)C1C=CC=CC=1.C(O)(=O)C.[H][H]>O1CCCC1.CO.[OH-].[OH-].[Pd+2].O>[CH3:35][C:33]1[CH:34]=[C:29]([C:15]2[NH:16][C:17]3[C:22]([C:14]=2[CH2:13][CH2:12][NH:11][CH2:37][CH2:38][CH2:39][CH2:40][C:41]2[CH:42]=[CH:43][C:44]([OH:47])=[CH:45][CH:46]=2)=[CH:21][C:20]([O:23][C:24](=[O:28])[NH:25][CH2:26][CH3:27])=[CH:19][CH:18]=3)[CH:30]=[C:31]([CH3:36])[CH:32]=1 |f:5.6.7|. Reported procedure: To a stirred solution of ethylcarbamic acid 3-(2-[benzyloxycarbonyl-[4-(4-benzyloxyphenyl)butyl]amino]-ethyl)-2-(3,5-dimethylphenyl)-1H-indol-5-yl ester (12 mg in a mixture of 1.5 mL tetrahydrofuran and 0.5 mL methanol) was added 12 mg of 10% palladium hydroxide on carbon catalyst followed by acetic acid (0.010 mL of a 30% solution in water). The reaction flask was fitted with a hydrogen balloon, evacuated and recharged with hydrogen (3 times) and stirred at room temperature. After 1.5 hours the... Starting materials: BrC=1C=C2C(=C(C=NC2=CC1)C(=O)C1CC1)NC1=CC=C(C=C1)CN1CCN(CC1)C ({6-bromo-4-[4-((4-methylpiperazin-1-yl)methyl)phenylamino]quinolin-3-yl}(cyclopropyl)methanone), ClC1=C(C(=CC(=C1)B1OC(C(O1)(C)C)(C)C)Cl)O (2,6-dichloro-4-(4,4,5,5-tetramethyl-1,3,2-dioxaborolan-2-yl)phenol). Product: C1(CC1)C(=O)C=1C=NC2=CC=C(C=C2C1NC1=CC=C(C=C1)CN1CCN(CC1)C)C1=CC(=C(C(=C1)Cl)O)Cl (Cyclopropyl{6-(3,5-dichloro-4-hydroxyphenyl)-4-[4-((4-methylpiperazin-1-yl)methyl)phenylamino]quinolin-3-yl}methanone). Yield: 83.0%. Reaction SMILES: Br[C:2]1[CH:3]=[C:4]2[C:9](=[CH:10][CH:11]=1)[N:8]=[CH:7][C:6]([C:12]([CH:14]1[CH2:16][CH2:15]1)=[O:13])=[C:5]2[NH:17][C:18]1[CH:23]=[CH:22][C:21]([CH2:24][N:25]2[CH2:30][CH2:29][N:28]([CH3:31])[CH2:27][CH2:26]2)=[CH:20][CH:19]=1.[Cl:32][C:33]1[CH:38]=[C:37](B2OC(C)(C)C(C)(C)O2)[CH:36]=[C:35]([Cl:48])[C:34]=1[OH:49]>>[CH:14]1([C:12]([C:6]2[CH:7]=[N:8][C:9]3[C:4]([C:5]=2[NH:17][C:18]2[CH:23]=[CH:22][C:21]([CH2:24][N:25]4[CH2:26][CH2:27][N:28]([CH3:31])[CH2:29][CH2:30]4)=[CH:20][CH:19]=2)=[CH:3][C:2]([C:37]2[CH:38]=[C:33]([Cl:32])[C:34]([OH:49])=[C:35]([Cl:48])[CH:36]=2)=[CH:11][CH:10]=3)=[O:13])[CH2:15][CH2:16]1. Reported procedure: Following general procedure D, {6-bromo-4-[4-((4-methylpiperazin-1-yl)methyl)phenylamino]quinolin-3-yl}(cyclopropyl)methanone (42 mg, 0.088 mmol) was reacted with 2,6-dichloro-4-(4,4,5,5-tetramethyl-1,3,2-dioxaborolan-2-yl)phenol (38 mg, 0.132 mmol) to afford the desired product (41 mg, 83%) as a yellow solid: 1H NMR (300 MHz, CD3OD) δ 9.27 (s, 1H), 7.93-7.85 (m, 2H), 7.74 (s, 1H), 7.37 (d, J=8.1 Hz, 2H), 7.19-7.10 (m, 4H), 3.61 (s, 2H), 2.95-2.88 (m, 1H), 2.74-2.68 (m, 4H), 2.57-2.46 (m, 7H), 1... Starting materials: CI, CCOC(=O)c1c(-c2ccccc2)c2cc(Cl)ccc2[nH]c1=O, [H-], [Na+], CN(C)C=O. Product: CCOC(=O)c1c(-c2ccccc2)c2cc(Cl)ccc2n(C)c1=O. As a reaction SMILES: [CH3:26][I:27].[Cl:1][c:2]1[cH:3][c:4]2[c:5](-[c:18]3[cH:19][cH:20][cH:21][cH:22][cH:23]3)[c:6]([C:13](=[O:14])[O:15][CH2:16][CH3:17])[c:7](=[O:12])[nH:8][c:9]2[cH:10][cH:11]1.[H-:24].[Na+:25].[O:28]=[CH:29][N:30]([CH3:31])[CH3:32]>>[Cl:1][c:2]1[cH:3][c:4]2[c:5](-[c:18]3[cH:19][cH:20][cH:21][cH:22][cH:23]3)[c:6]([C:13](=[O:14])[O:15][CH2:16][CH3:17])[c:7](=[O:12])[n:8]([CH3:26])[c:9]2[cH:10][cH:11]1.